From a dataset of the Open Reaction Database (ORD), a public repository of structured organic reaction records. describe an organic reaction: reactants, conditions, products, and yield The reactants are CCOC(=O)c1ccc(NC(=O)c2cc(C)c3c(c2)N(S(=O)(=O)c2cc(Cl)ccc2OC)CC3)cc1, CCO, [K+], [OH-]. Yields the product COc1ccc(Cl)cc1S(=O)(=O)N1CCc2c(C)cc(C(=O)Nc3ccc(C(=O)O)cc3)cc21. RXN SMILES: [CH2:1]([CH3:2])[O:3][C:4]([c:5]1[cH:6][cH:7][c:8]([NH:11][C:12](=[O:13])[c:14]2[cH:15][c:16]([CH3:35])[c:17]3[c:21]([cH:22]2)[N:20]([S:23](=[O:24])(=[O:25])[c:26]2[c:27]([O:33][CH3:34])[cH:28][cH:29][c:30]([Cl:32])[cH:31]2)[CH2:19][CH2:18]3)[cH:9][cH:10]1)=[O:36].[CH3:39][CH2:40][OH:41].[K+:38].[OH-:37]>>[O:3]=[C:4]([c:5]1[cH:6][cH:7][c:8]([NH:11][C:12](=[O:13])[c:14]2[cH:15][c:16]([CH3:35])[c:17]3[c:21]([cH:22]2)[N:20]([S:23](=[O:24])(=[O:25])[c:26]2[c:27]([O:33][CH3:34])[cH:28][cH:29][c:30]([Cl:32])[cH:31]2)[CH2:19][CH2:18]3)[cH:9][cH:10]1)[OH:36]. Starting materials: N(=NC(=O)OCC)C(=O)OCC (diethyl azodicarboxylate), CC=1OC(=CC1CO)C1=CC(=CC=C1)C(F)(F)F ({2-methyl-5-[3-(trifluoromethyl)phenyl]furan-3-yl}methanol), N1N=CC(=C1)C(=O)OCC (ethyl 1H-pyrazole-4-carboxylate), C1(=CC=CC=C1)P(C1=CC=CC=C1)C1=CC=CC=C1 (triphenylphosphine), [Cl-].[NH4+] (ammonium chloride). Run in O1CCCC1 (tetrahydrofuran). Conditions: time 1 hour. The product is CC=1OC(=CC1CN1N=CC(=C1)C(=O)OCC)C1=CC(=CC=C1)C(F)(F)F (ethyl 1-({2-methyl-5-[3-(trifluoromethyl)phenyl]furan-3-yl}methyl)-1H-pyrazole-4-carboxylate). The yield is 59.3%. RXN SMILES: [CH3:1][C:2]1[O:3][C:4]([C:9]2[CH:14]=[CH:13][CH:12]=[C:11]([C:15]([F:18])([F:17])[F:16])[CH:10]=2)=[CH:5][C:6]=1[CH2:7]O.[NH:19]1[CH:23]=[C:22]([C:24]([O:26][CH2:27][CH3:28])=[O:25])[CH:21]=[N:20]1.C1(P(C2C=CC=CC=2)C2C=CC=CC=2)C=CC=CC=1.N(C(OCC)=O)=NC(OCC)=O.[Cl-].[NH4+]>O1CCCC1>[CH3:1][C:2]1[O:3][C:4]([C:9]2[CH:14]=[CH:13][CH:12]=[C:11]([C:15]([F:18])([F:17])[F:16])[CH:10]=2)=[CH:5][C:6]=1[CH2:7][N:19]1[CH:23]=[C:22]([C:24]([O:26][CH2:27][CH3:28])=[O:25])[CH:21]=[N:20]1 |f:4.5|. Reported procedure: A solution of the compound (0.40 g) obtained in Example 127b, ethyl 1H-pyrazole-4-carboxylate (0.26 g) and triphenylphosphine (0.49 g) in tetrahydrofuran (8 mL) was cooled in an ice bath, diethyl azodicarboxylate (0.30 mL) was added, and the mixture was stirred at the same temperature for 1 hr. Saturated aqueous ammonium chloride solution was added to the reaction mixture, and the mixture was extracted with ethyl acetate. The obtained organic layer was washed with saturated brine, and dried over... Starting materials: ClC(=O)OC1=CC=CC=C1 (Phenyl chloroformate), ClC1=NC=CC=C1 (chloropyridine), C(C1=CC=CC=C1)[Mg]Cl (benzylmagnesium chloride). Run in O1CCCC1 (tetrahydrofuran), O1CCCC1 (tetrahydrofuran). Product: C(C1=CC=CC=C1)C1N(C=CC=C1)C(=O)OC1=CC=CC=C1 (2-benzyl-1-carbophenoxy-1,2-dihydropyridine). As a reaction SMILES: Cl[C:2]1[CH:7]=[CH:6][CH:5]=[CH:4][N:3]=1.Cl[C:9]([O:11][C:12]1[CH:17]=[CH:16][CH:15]=[CH:14][CH:13]=1)=[O:10].[CH2:18]([Mg]Cl)[C:19]1[CH:24]=[CH:23][CH:22]=[CH:21][CH:20]=1>O1CCCC1>[CH2:18]([CH:2]1[CH:7]=[CH:6][CH:5]=[CH:4][N:3]1[C:9]([O:11][C:12]1[CH:17]=[CH:16][CH:15]=[CH:14][CH:13]=1)=[O:10])[C:19]1[CH:24]=[CH:23][CH:22]=[CH:21][CH:20]=1. Reported procedure: A solution of 4 chloropyridine (2.50 g) in tetrahydrofuran is chilled to 40° . Phenyl chloroformate (2.8 ml) is then added dropwise, and the resulting thick slurry is warmed to -20° . A solution of 1M benzylmagnesium chloride in tetrahydrofuran (22 ml) is added dropwise, taking care to maintain the temperature below 0°. Upon completion of the addition, the cooling bath is removed and the reaction allowed to warm to room temperature. The reaction is then treated with 50% saturated aqueous ammoniu...